Dataset: the Open Reaction Database (ORD), a public repository of structured organic reaction records. Task: describe an organic reaction: reactants, conditions, products, and yield The reactants are CC=1C=CC(=NC1)C1CN(C1)C(=O)OC(C)(C)C (tert-Butyl 3-(5-methylpyridin-2-yl)azetidine-1-carboxylate), C(=O)(C(F)(F)F)O (TFA). The solvent is C(Cl)Cl (DCM). Run at time 2 hour. Yields the product N1CC(C1)C1=NC=C(C=C1)C (2-(Azetidin-3-yl)-5-methylpyridine). As a reaction SMILES: [CH3:1][C:2]1[CH:3]=[CH:4][C:5]([CH:8]2[CH2:11][N:10](C(OC(C)(C)C)=O)[CH2:9]2)=[N:6][CH:7]=1.C(O)(C(F)(F)F)=O>C(Cl)Cl>[NH:10]1[CH2:9][CH:8]([C:5]2[CH:4]=[CH:3][C:2]([CH3:1])=[CH:7][N:6]=2)[CH2:11]1. Reported procedure: To a solution of 126-2 (37 mg, 0.15 mmol) in DCM (4 mL) was added TFA (1 mL) and the reaction was stirred at room temperature for 2 h. The solvent was removed by rotary evaporation, followed by three cycles of dilution with DCM and evaporation to provide 126-3 that was used without further purification.